describe an organic reaction: reactants, conditions, products, and yield From a dataset of the Open Reaction Database (ORD), a public repository of structured organic reaction records. Reactants: ClCCC1=CC=C(C=C1)C1=CC=C(C=C1)OC (4-[2-chloroethyl]-4'-methoxy-biphenyl), [C-]#N.[K+] (potassium cyanide). The solvent is C(C)O (ethanol). Yields the product C(#N)CCC1=CC=C(C=C1)C1=CC=C(C=C1)OC (4-[2-Cyanoethyl]-4'-methoxy-biphenyl). Isolated yield 52.0%. As a reaction SMILES: Cl[CH2:2][CH2:3][C:4]1[CH:9]=[CH:8][C:7]([C:10]2[CH:15]=[CH:14][C:13]([O:16][CH3:17])=[CH:12][CH:11]=2)=[CH:6][CH:5]=1.[C-:18]#[N:19].[K+]>C(O)C>[C:18]([CH2:2][CH2:3][C:4]1[CH:9]=[CH:8][C:7]([C:10]2[CH:15]=[CH:14][C:13]([O:16][CH3:17])=[CH:12][CH:11]=2)=[CH:6][CH:5]=1)#[N:19] |f:1.2|. Procedure details: 4-[2-Cyanoethyl]-4'-methoxy-biphenyl was prepared from 4-[2-chloroethyl]-4'-methoxy-biphenyl (see Example A) by boiling with potassium cyanide in aqueous ethanol for 78 hours. Yield: 52% of theory; m.p. 105°-107° C. The reactants are OC(C=1C(=CC=CC1)C(=O)NC)C1=CC=CC=C1 (α-hydroxy-N-methyl-α-phenyl-o-toluamide). Solvent: ClC1=C(C=CC=C1)Cl (o-dichlorobenzene). The product is C1(=CC=CC=C1)C1OC(=O)C2=CC=CC=C12 (3-phenyl phthalide). Reaction SMILES: [OH:1][CH:2]([C:13]1[CH:18]=[CH:17][CH:16]=[CH:15][CH:14]=1)[C:3]1[C:4]([C:9](NC)=[O:10])=[CH:5][CH:6]=[CH:7][CH:8]=1>ClC1C=CC=CC=1Cl>[C:13]1([CH:2]2[C:3]3[C:4](=[CH:5][CH:6]=[CH:7][CH:8]=3)[C:9](=[O:10])[O:1]2)[CH:18]=[CH:17][CH:16]=[CH:15][CH:14]=1. Procedure: A mixture of 76.5 g. of α-hydroxy-N-methyl-α-phenyl-o-toluamide and (0.314 mole) 150 ml. o-dichlorobenzene is heated at reflux for 18 hours. The mixture is cooled and filtered and the resulting solid triturated with cold ether to give 3-phenyl phthalide.